This data is from the Open Reaction Database (ORD), a public repository of structured organic reaction records. The task is: describe an organic reaction: reactants, conditions, products, and yield Reactants: CCc1nc2c(cnn2CC)c(NC2CCOCC2)c1CNC(=O)c1ccc(CNCC(O)c2ccc(O)c(CO[Si](C)(C)C(C)(C)C)c2)cc1, F, [N-]=[N+]=NCC(O)c1ccc(OCc2ccccc2)c2[nH]c(=O)ccc12, c1ccncc1. Product: CCc1nc2c(cnn2CC)c(NC2CCOCC2)c1CNC(=O)c1ccc(CNCC(O)c2ccc(O)c(CO)c2)cc1. Reaction SMILES: [C:33]([Si:34]([CH3:35])([CH3:36])[O:38][CH2:39][c:40]1[cH:41][c:42]([CH:47]([CH2:48][NH:49][CH2:50][c:51]2[cH:52][cH:53][c:54]([C:55](=[O:56])[NH:57][CH2:58][c:59]3[c:60]([NH:72][CH:73]4[CH2:74][CH2:75][O:76][CH2:77][CH2:78]4)[c:61]4[c:62]([n:63][c:64]3[CH2:65][CH3:66])[n:67]([CH2:70][CH3:71])[n:68][cH:69]4)[cH:79][cH:80]2)[OH:81])[cH:43][cH:44][c:45]1[OH:46])([CH3:37])([CH3:82])[CH3:83].[FH:26].[N:1]([CH2:2][CH:3]([c:4]1[cH:5][cH:6][c:7]([O:8][CH2:9][c:10]2[cH:11][cH:12][cH:13][cH:14][cH:15]2)[c:16]2[c:17]1[cH:18][cH:19][c:20](=[O:21])[nH:22]2)[OH:23])=[N+:24]=[N-:25].[cH:27]1[cH:28][cH:29][n:30][cH:31][cH:32]1>>[OH:38][CH2:39][c:40]1[cH:41][c:42]([CH:47]([CH2:48][NH:49][CH2:50][c:51]2[cH:52][cH:53][c:54]([C:55](=[O:56])[NH:57][CH2:58][c:59]3[c:60]([NH:72][CH:73]4[CH2:74][CH2:75][O:76][CH2:77][CH2:78]4)[c:61]4[c:62]([n:63][c:64]3[CH2:65][CH3:66])[n:67]([CH2:70][CH3:71])[n:68][cH:69]4)[cH:79][cH:80]2)[OH:81])[cH:43][cH:44][c:45]1[OH:46]. Reactants: COC1=C(C=CC=2C(OCC21)=O)C=C (4-Methoxy-5-vinyl-2-benzofuran-1(3H)-one), ClC=1C=C(C(=O)OO)C=CC1 (3-chloroperoxybenzoic acid). Procedure: 4-Methoxy-5-vinyl-2-benzofuran-1(3H)-one (120 mg, 0.63 mmol, 1.0 eq) was added into a 100 mL round bottom flask and dissolved in dichloromethane (5 mL). The solution was cooled to 0° C., and 3-chloroperoxybenzoic acid (327 mg, 1.89 mmol, 2.0 eq) was added portion wise. The mixture was then purged with N2 and stirred at r.t. for 18 hr. To above solution was added water (5 mL). The crude product was extracted with dichloromethane. The organic phase was washed with brine (5 mL), dried over anhydrou... As a reaction SMILES: [CH3:1][O:2][C:3]1[C:11]2[CH2:10][O:9][C:8](=[O:12])[C:7]=2[CH:6]=[CH:5][C:4]=1[CH:13]=[CH2:14].ClC1C=C(C=CC=1)C(OO)=[O:20]>ClCCl>[CH3:1][O:2][C:3]1[C:11]2[CH2:10][O:9][C:8](=[O:12])[C:7]=2[CH:6]=[CH:5][C:4]=1[CH:13]1[CH2:14][O:20]1. Run at temperature 0 celsius, time 18 hour. The product is COC1=C(C=CC=2C(OCC21)=O)C2OC2 (4-Methoxy-5-oxiran-2-yl-2-benzofuran-1(3H)-one). The solvent is ClCCl (dichloromethane).